This data is from the Open Reaction Database (ORD), a public repository of structured organic reaction records. The task is: describe an organic reaction: reactants, conditions, products, and yield The reactants are C(C)(C)(C)OC(=O)N1CCC(CC1)NC1=NC=C(C=N1)C1=CC=CC=C1 (4-(5-phenyl-pyrimidin-2-ylamino)-piperidine-1-carboxylic acid tert-butyl ester), Cl (HCl). Solvent: C(C)O (ethanol), O1CCOCC1 (dioxane). Run at time 2 hour. Yields the product Cl.Cl.C1(=CC=CC=C1)C=1C=NC(=NC1)NC1CCNCC1 ((5-Phenyl-pyrimidin-2-yl)-piperidin-4-yl-amine dihydrochloride). RXN SMILES: C(OC([N:8]1[CH2:13][CH2:12][CH:11]([NH:14][C:15]2[N:20]=[CH:19][C:18]([C:21]3[CH:26]=[CH:25][CH:24]=[CH:23][CH:22]=3)=[CH:17][N:16]=2)[CH2:10][CH2:9]1)=O)(C)(C)C.[ClH:27]>C(O)C.O1CCOCC1>[ClH:27].[ClH:27].[C:21]1([C:18]2[CH:19]=[N:20][C:15]([NH:14][CH:11]3[CH2:12][CH2:13][NH:8][CH2:9][CH2:10]3)=[N:16][CH:17]=2)[CH:22]=[CH:23][CH:24]=[CH:25][CH:26]=1 |f:4.5.6|. Procedure: To a solution of 4-(5-phenyl-pyrimidin-2-ylamino)-piperidine-1-carboxylic acid tert-butyl ester (1.06 g, 3.00 mmol) in ethanol (10 mL) was added 4 M HCl in dioxane (10 mL) and the reaction mixture stirred at rt for 2 h. The solvent was removed under reduced pressure and the crude product used in the consecutive step without further purification assuming quantitative deprotection and formation of the dihydrochloride salt. MS (ISP): 255.6 [M+H]+. Starting materials: CN, ClCCl, Fc1cc(C2CO2)cc(F)c1F. Yields the product CNCC(O)c1cc(F)c(F)c(F)c1. As a reaction SMILES: [CH3:1][NH2:2].[Cl:15][CH2:16][Cl:17].[F:3][c:4]1[cH:5][c:6]([CH:12]2[O:13][CH2:14]2)[cH:7][c:8]([F:11])[c:9]1[F:10]>>[CH3:1][NH:2][CH2:14][CH:12]([c:6]1[cH:5][c:4]([F:3])[c:9]([F:10])[c:8]([F:11])[cH:7]1)[OH:13]. The reactants are CC(C)(C)C(=O)OCCl, C1CCOC1, C[Si](C)(C)[N-][Si](C)(C)C, [Li+], CN(C)C=O, COc1cc(O)c2c(=O)[nH]cnc2c1. Product: COc1cc(O)c2c(=O)n(COC(=O)C(C)(C)C)cnc2c1. As a reaction SMILES: [C:30]([C:31]([CH3:32])([CH3:33])[CH3:34])(=[O:35])[O:36][CH2:37][Cl:38].[CH2:25]1[O:26][CH2:27][CH2:28][CH2:29]1.[CH3:15][Si:16]([N-:17][Si:18]([CH3:19])([CH3:20])[CH3:21])([CH3:22])[CH3:23].[Li+:24].[O:39]=[CH:40][N:41]([CH3:42])[CH3:43].[OH:1][c:2]1[c:3]2[c:4](=[O:14])[nH:5][cH:6][n:7][c:8]2[cH:9][c:10]([O:12][CH3:13])[cH:11]1>>[OH:1][c:2]1[c:3]2[c:4](=[O:14])[n:5]([CH2:37][O:36][C:30]([C:31]([CH3:32])([CH3:33])[CH3:34])=[O:35])[cH:6][n:7][c:8]2[cH:9][c:10]([O:12][CH3:13])[cH:11]1. The reactants are [BH4-].[Na+] (sodium borohydride), C(C)(=O)OC[C@]12CCC(C=C1CC[C@H]1[C@@H]3CCC([C@@]3(C)CC[C@H]21)=O)=O (19-acetoxyandrost-4-ene-3,17-dione), C(C)(=O)O (acetic acid). Solvent: CO (methanol). Reaction conditions: time 2 hour. Product: C(C)(=O)OC[C@]12CCC(C=C1CC[C@H]1[C@@H]3CC[C@@H]([C@@]3(C)CC[C@H]21)O)=O (19-acetoxy-17β-hydroxyandrost-4-en-3-one). As a reaction SMILES: [C:1]([O:4][CH2:5][C@@:6]12[C@@H:23]3[C@H:14]([C@H:15]4[C@@:19]([CH2:21][CH2:22]3)([CH3:20])[C:18](=[O:24])[CH2:17][CH2:16]4)[CH2:13][CH2:12][C:11]1=[CH:10][C:9](=[O:25])[CH2:8][CH2:7]2)(=[O:3])[CH3:2].[BH4-].[Na+].C(O)(=O)C>CO>[C:1]([O:4][CH2:5][C@@:6]12[C@@H:23]3[C@H:14]([C@H:15]4[C@@:19]([CH2:21][CH2:22]3)([CH3:20])[C@@H:18]([OH:24])[CH2:17][CH2:16]4)[CH2:13][CH2:12][C:11]1=[CH:10][C:9](=[O:25])[CH2:8][CH2:7]2)(=[O:3])[CH3:2] |f:1.2|. Procedure: To a solution of 25.6 g of 19-acetoxyandrost-4-ene-3,17-dione in 4 liters of methanol cooled to 0° C is added 3.1 g of sodium borohydride, and the mixture is stirred at 0° C for 1 hour after which 30 ml of acetic acid is added and the methanol removed under reduced pressure. The resulting residue is taken up in ethyl acetate and washed with water. The organic layer is dried over magnesium sulfate, filtered and the solvent removed. The solid residue is dissolved in 2 liters of chloroform treated ...